This data is from the Open Reaction Database (ORD), a public repository of structured organic reaction records. The task is: describe an organic reaction: reactants, conditions, products, and yield Starting materials: ClC=1C=C(C=CC1)C(C=1C=C(C(=CC1)N)N)N1C=NC=C1 (4-[(3-chlorophenyl)(1H-imidazol-1-yl)methyl]-1,2-benzenediamine), COC(OC)OC (trimethoxymethane). Solvent: C(=O)O (formic acid). Conditions: time 16 hour. Product: ClC=1C=C(C=CC1)C(C1=CC2=C(NC=N2)C=C1)N1C=NC=C1 (5-[(3-chlorophenyl)(1H-imidazol-1-yl)methyl]-1H-benzimidazole). The yield is 58.2%. RXN SMILES: [Cl:1][C:2]1[CH:3]=[C:4]([CH:8]([N:17]2[CH:21]=[CH:20][N:19]=[CH:18]2)[C:9]2[CH:10]=[C:11]([NH2:16])[C:12]([NH2:15])=[CH:13][CH:14]=2)[CH:5]=[CH:6][CH:7]=1.[CH3:22]OC(OC)OC>C(O)=O>[Cl:1][C:2]1[CH:3]=[C:4]([CH:8]([N:17]2[CH:21]=[CH:20][N:19]=[CH:18]2)[C:9]2[CH:14]=[CH:13][C:12]3[NH:15][CH:22]=[N:16][C:11]=3[CH:10]=2)[CH:5]=[CH:6][CH:7]=1. Procedure: A mixture of 2.99 parts of 4-[(3-chlorophenyl)(1H-imidazol-1-yl)methyl]-1,2-benzenediamine, 50 parts of trimethoxymethane and 2.4 parts of formic acid was stirred for 16 hours at room temperature. The reaction mixture was evaporated. The residue was dissolved in hydrochloric acid solution 2N. This solution was treated with ammonia and the product was extracted with dichloromethane. The extract was dried, filtered and evaporated. The residue was purified by column chromatography over silica gel u... Starting materials: BrC=1NC2=CC=CC(=C2C1CC(=O)OCC)[N+](=O)[O-] (Ethyl (2-bromo-4-nitro-1H-indol-3-yl)acetate), CC1=C(C=CC=C1)B(O)O (2-methylphenylboronic acid), C(=O)([O-])[O-].[Na+].[Na+] (Na2CO3). Reagents/catalysts: C=1C=CC(=CC1)[P](C=2C=CC=CC2)(C=3C=CC=CC3)[Pd]([P](C=4C=CC=CC4)(C=5C=CC=CC5)C=6C=CC=CC6)([P](C=7C=CC=CC7)(C=8C=CC=CC8)C=9C=CC=CC9)[P](C=1C=CC=CC1)(C=1C=CC=CC1)C=1C=CC=CC1 (tetrakis(triphenylphosphine)palladium). Run in O (H2O), CCO (EtOH), C1(=CC=CC=C1)C (toluene), O (H2O). Product: CC1=C(C=CC=C1)C=1NC2=CC=CC(=C2C1CC(=O)OCC)[N+](=O)[O-] (Ethyl [2-(2-methylphenyl)-4-nitro-1H-indol-3-yl]acetate). Reaction SMILES: Br[C:2]1[NH:3][C:4]2[C:9]([C:10]=1[CH2:11][C:12]([O:14][CH2:15][CH3:16])=[O:13])=[C:8]([N+:17]([O-:19])=[O:18])[CH:7]=[CH:6][CH:5]=2.[CH3:20][C:21]1[CH:26]=[CH:25][CH:24]=[CH:23][C:22]=1B(O)O.C([O-])([O-])=O.[Na+].[Na+]>CCO.C1(C)C=CC=CC=1.O.C1C=CC([P]([Pd]([P](C2C=CC=CC=2)(C2C=CC=CC=2)C2C=CC=CC=2)([P](C2C=CC=CC=2)(C2C=CC=CC=2)C2C=CC=CC=2)[P](C2C=CC=CC=2)(C2C=CC=CC=2)C2C=CC=CC=2)(C2C=CC=CC=2)C2C=CC=CC=2)=CC=1>[CH3:20][C:21]1[CH:26]=[CH:25][CH:24]=[CH:23][C:22]=1[C:2]1[NH:3][C:4]2[C:9]([C:10]=1[CH2:11][C:12]([O:14][CH2:15][CH3:16])=[O:13])=[C:8]([N+:17]([O-:19])=[O:18])[CH:7]=[CH:6][CH:5]=2 |f:2.3.4,^1:50,52,71,90|. Procedure details: To a deoxygenated solution of ethyl (2-bromo-4-nitro-1H-indol-3-yl)acetate from Step B (250 mg, 0.76 mmol), 2-methylphenylboronic acid (156 mg, 1.15 mmol), and Na2CO3 (202 mg, 1.91 mmol) in EtOH (10 mL), toluene (10 mL) and H2O (0.5 mL) was added tetrakis(triphenylphosphine)palladium (44 mg, 0.038 mmol) and the resulting mixture was heated at reflux for 18 h. The cooled mixture was diluted with H2O (20 mL) and extracted with EtOAc (2×50 mL), and the combined organic extracts were dried over Na2S... Starting materials: CN(C)c1ccncc1, CCN(C(C)C)C(C)C, ClCCl, CN(C)C=O, OCc1ccccc1, O=C(O)c1ccc(F)cc1. The product is O=C(OCc1ccccc1)c1ccc(F)cc1. RXN SMILES: [CH3:36][N:37]([c:38]1[cH:39][cH:40][n:41][cH:42][cH:43]1)[CH3:44].[CH:24]([N:25]([CH:26]([CH3:27])[CH3:28])[CH2:29][CH3:30])([CH3:31])[CH3:32].[Cl:33][CH2:34][Cl:35].[O:11]=[CH:12][N:13]([CH3:14])[CH3:15].[OH:16][CH2:17][c:18]1[cH:19][cH:20][cH:21][cH:22][cH:23]1.[OH:1][C:2](=[O:3])[c:4]1[cH:5][cH:6][c:7]([F:8])[cH:9][cH:10]1>>[O:1]=[C:2]([O:3][CH2:17][c:18]1[cH:19][cH:20][cH:21][cH:22][cH:23]1)[c:4]1[cH:5][cH:6][c:7]([F:8])[cH:9][cH:10]1. The reactants are C1(=CC=CC=C1)CCC(=O)Cl (3-Phenyl propionyl chloride), C(C)(C)(C)OC(NC1CCN(CC1)S(=O)(=O)C1=CC(=C(C=C1)N)Cl)=O ([1-(4-amino-3-chloro-benzenesulfonyl)-piperidin-4-yl]-carbamic acid tert-butyl ester). Run in N1=CC=CC=C1 (Pyridine), C(Cl)Cl (DCM). Reaction conditions: temperature 60 celsius, time 12 hour. Product: C(C)(C)(C)OC(NC1CCN(CC1)S(=O)(=O)C1=CC(=C(C=C1)NC(CCC1=CC=CC=C1)=O)Cl)=O ({1-[3-Chloro-4-(3-phenyl-propionylamino)-benzenesulfonyl]-piperidin-4-yl}-carbamic acid tert-butyl ester). The yield is 12.3%. As a reaction SMILES: [C:1]1([CH2:7][CH2:8][C:9](Cl)=[O:10])[CH:6]=[CH:5][CH:4]=[CH:3][CH:2]=1.[C:12]([O:16][C:17](=[O:36])[NH:18][CH:19]1[CH2:24][CH2:23][N:22]([S:25]([C:28]2[CH:33]=[CH:32][C:31]([NH2:34])=[C:30]([Cl:35])[CH:29]=2)(=[O:27])=[O:26])[CH2:21][CH2:20]1)([CH3:15])([CH3:14])[CH3:13]>N1C=CC=CC=1.C(Cl)Cl>[C:12]([O:16][C:17](=[O:36])[NH:18][CH:19]1[CH2:20][CH2:21][N:22]([S:25]([C:28]2[CH:33]=[CH:32][C:31]([NH:34][C:9](=[O:10])[CH2:8][CH2:7][C:1]3[CH:6]=[CH:5][CH:4]=[CH:3][CH:2]=3)=[C:30]([Cl:35])[CH:29]=2)(=[O:27])=[O:26])[CH2:23][CH2:24]1)([CH3:15])([CH3:13])[CH3:14]. Procedure: 3-Phenyl propionyl chloride (0.29 g, 1.76 mmol) was added in one portion to a solution of [1-(4-amino-3-chloro-benzenesulfonyl)-piperidin-4-yl]-carbamic acid tert-butyl ester (0.57 g, 1.4 mmol) in Pyridine (5 ml) and the mixture was heated to 60° C. The mixture was stirred at this temperature under a nitrogen atmosphere for 12 hours. After this time the mixture was diluted with DCM (100 ml) and washed sequentially with HCl (1M solution, 50 ml), NaOH (1M solution, 50 ml) and brine (50 ml). The or... Reactants: COC(C)(C)C, Cc1csc(S(=O)(=O)Cl)n1, Cl, Cl, Cl, CCOC(=O)c1cnc(COc2cc3c(cc2N)CCC3)cn1, c1ccncc1. As a reaction SMILES: [CH3:27][O:28][C:29]([CH3:30])([CH3:31])[CH3:32].[CH3:33][c:34]1[n:35][c:36]([S:39](=[O:40])(=[O:41])[Cl:42])[s:37][cH:38]1.[ClH:1].[ClH:2].[ClH:3].[NH2:4][c:5]1[c:6]([O:14][CH2:15][c:16]2[n:17][cH:18][c:19]([C:22](=[O:23])[O:24][CH2:25][CH3:26])[n:20][cH:21]2)[cH:7][c:8]2[c:12]([cH:13]1)[CH2:11][CH2:10][CH2:9]2.[cH:43]1[cH:44][cH:45][n:46][cH:47][cH:48]1>>[NH:4]([c:5]1[c:6]([O:14][CH2:15][c:16]2[n:17][cH:18][c:19]([C:22](=[O:23])[O:24][CH2:25][CH3:26])[n:20][cH:21]2)[cH:7][c:8]2[c:12]([cH:13]1)[CH2:11][CH2:10][CH2:9]2)[S:39]([c:36]1[n:35][c:34]([CH3:33])[cH:38][s:37]1)(=[O:40])=[O:41]. Product: CCOC(=O)c1cnc(COc2cc3c(cc2NS(=O)(=O)c2nc(C)cs2)CCC3)cn1. The reactants are ice water, Cl (hydrochloric acid), OC1=C2C(=C3C(=CC(OC3=C1C(CC)=O)=O)CCC)OC(C=C2)(C)C (5-hydroxy-2,2-dimethyl-6-propionyl-10-propyl-2H-pyrano[2,3-f]chromen-8-one), CO (methanol), N (ammonia), [BH4-].[Na+] (sodium borohydride). Conditions: time 8 hour. Yields the product NC(CC)C=1C(=C2C(=C3C(=CC(OC13)=O)CCC)OC(C=C2)(C)C)O (6-(1-Aminopropyl)-5-hydroxy-2,2-dimethyl-10-propyl-2H-pyrano[2,3-f]chromen-8-one). Yield: 61.0%. RXN SMILES: [OH:1][C:2]1[C:11]([C:12](=O)[CH2:13][CH3:14])=[C:10]2[C:5]([C:6]([CH2:17][CH2:18][CH3:19])=[CH:7][C:8](=[O:16])[O:9]2)=[C:4]2[O:20][C:21]([CH3:25])([CH3:24])[CH:22]=[CH:23][C:3]=12.CO.[BH4-].[Na+].Cl.[NH3:31]>>[NH2:31][CH:12]([C:11]1[C:2]([OH:1])=[C:3]2[CH:23]=[CH:22][C:21]([CH3:25])([CH3:24])[O:20][C:4]2=[C:5]2[C:10]=1[O:9][C:8](=[O:16])[CH:7]=[C:6]2[CH2:17][CH2:18][CH3:19])[CH2:13][CH3:14] |f:2.3|. Procedure: 5-Hydroxy-2,2-dimethyl-6-propionyl-10-propyl-2H-pyrano[2,3-f]chromen-8-one (30) (1.0 g, 2.9 mmol, 1.0 eq) was dissolved in 7 N ammonia in methanol (100 mL, 0.7 mol, 241 eq). The mixture was stirred overnight at ambient temperature. Solvent and excess of ammonia were removed under vacuum and the residue re-dissolved in methanol (100 mL). The solution was cooled to 0° C. and sodium borohydride (550 mg, 14.6 mmol, 5.0 eq) added portionwise. The mixture was allowed to warm up room temperature and st... Starting materials: BrCC1CO1, O=C([O-])[O-], CC#N, [Cs+], [Cs+], O=C(Nc1ccccc1O)c1ccccc1. Product: O=C(Nc1ccccc1OCC1CO1)c1ccccc1. As a reaction SMILES: [Br:23][CH2:24][CH:25]1[CH2:26][O:27]1.[C:17](=[O:18])([O-:19])[O-:20].[CH3:28][C:29]#[N:30].[Cs+:21].[Cs+:22].[OH:1][c:2]1[c:3]([NH:8][C:9]([c:10]2[cH:11][cH:12][cH:13][cH:14][cH:15]2)=[O:16])[cH:4][cH:5][cH:6][cH:7]1>>[O:1]([c:2]1[c:3]([NH:8][C:9]([c:10]2[cH:11][cH:12][cH:13][cH:14][cH:15]2)=[O:16])[cH:4][cH:5][cH:6][cH:7]1)[CH2:24][CH:25]1[CH2:26][O:27]1. The product is ClC1=NC=CC(=C1)C1=NN(C(C2=CC=CC=C12)=O)NC(CC1(CCCCC1)O)=O (N-[4-(2-chloropyridin-4-yl)-1-oxophthalazin-2(1H)-yl]-2-(1-hydroxycyclohexyl)acetamide). Procedure: The product from Example 29B and 2-(1-hydroxycyclohexyl)acetic acid were processed using a method similar to that described in Example 10C to afford the title compound. 1H NMR (500 MHz, CDCl3) δ ppm 9.29 (s, 1H), 8.58 (d, J=4.9 Hz, 1H), 8.52-8.57 (m, 1H), 7.82-7.93 (m, 2H), 7.70-7.72 (m, 1H), 7.62 (s, 1H), 7.50 (dd, J=5.0, 1.4 Hz, 1H), 2.62 (s, 2H), 1.79-1.90 (m, 3H), 1.65-1.74 (m, 2H), 1.52-1.65 (m, 5H), 1.28-1.38 (m, 1H)); MS (APCI+) M/Z 413 (M+H)+. The reactants are NN1C(C2=CC=CC=C2C(=N1)C1=CC(=NC=C1)Cl)=O (2-amino-4-(2-chloropyridin-4-yl)phthalazin-1(2H)-one), OC1(CCCCC1)CC(=O)O (2-(1-hydroxycyclohexyl)acetic acid). As a reaction SMILES: [NH2:1][N:2]1[N:11]=[C:10]([C:12]2[CH:17]=[CH:16][N:15]=[C:14]([Cl:18])[CH:13]=2)[C:9]2[C:4](=[CH:5][CH:6]=[CH:7][CH:8]=2)[C:3]1=[O:19].[OH:20][C:21]1([CH2:27][C:28](O)=[O:29])[CH2:26][CH2:25][CH2:24][CH2:23][CH2:22]1>>[Cl:18][C:14]1[CH:13]=[C:12]([C:10]2[C:9]3[C:4](=[CH:5][CH:6]=[CH:7][CH:8]=3)[C:3](=[O:19])[N:2]([NH:1][C:28](=[O:29])[CH2:27][C:21]3([OH:20])[CH2:26][CH2:25][CH2:24][CH2:23][CH2:22]3)[N:11]=2)[CH:17]=[CH:16][N:15]=1. Reactants: CCCC[SnH](CCCC)CCCC, C=CCOC(=O)Nc1ccc(CN2CCC(=CC3=C(C(=O)O)N4C(=O)C(NC(=O)CSc5ccccc5)C4SC3)C2=O)cc1, CC(=O)O, CCOCC, ClCCl, c1c[nH]cn1. Yields the product Nc1ccc(CN2CCC(=CC3=C(C(=O)O)N4C(=O)C(NC(=O)CSc5ccccc5)C4SC3)C2=O)cc1. RXN SMILES: [CH2:54]([SnH:55]([CH2:56][CH2:57][CH2:58][CH3:59])[CH2:60][CH2:61][CH2:62][CH3:63])[CH2:64][CH2:65][CH3:66].[CH2:6]([O:7][C:8](=[O:9])[NH:12][c:13]1[cH:14][cH:15][c:16]([CH2:17][N:18]2[C:19](=[O:47])[C:20](=[CH:23][C:24]3=[C:25]([C:44](=[O:45])[OH:46])[N:26]4[C:27](=[O:43])[CH:28]([NH:32][C:33]([CH2:34][S:35][c:36]5[cH:37][cH:38][cH:39][cH:40][cH:41]5)=[O:42])[CH:29]4[S:30][CH2:31]3)[CH2:21][CH2:22]2)[cH:48][cH:49]1)[CH:10]=[CH2:11].[CH3:50][C:51](=[O:52])[OH:53].[CH3:67][CH2:68][O:69][CH2:70][CH3:71].[Cl:72][CH2:73][Cl:74].[nH:1]1[cH:2][cH:3][n:4][cH:5]1>>[NH2:12][c:13]1[cH:14][cH:15][c:16]([CH2:17][N:18]2[C:19](=[O:47])[C:20](=[CH:23][C:24]3=[C:25]([C:44](=[O:45])[OH:46])[N:26]4[C:27](=[O:43])[CH:28]([NH:32][C:33]([CH2:34][S:35][c:36]5[cH:37][cH:38][cH:39][cH:40][cH:41]5)=[O:42])[CH:29]4[S:30][CH2:31]3)[CH2:21][CH2:22]2)[cH:48][cH:49]1. Reactants: FC1=CC=C(C=C1)[C@]1(CCN(C(O1)=O)[C@@H](C)C1=CC=C(C=C1)C1=CNC(C=C1)=O)CCCO ((R)-6-(4-fluorophenyl)-6-(3-hydroxypropyl)-3-((S)-1-(4-(6-oxo-1,6-dihydropyridin-3-yl)phenyl)ethyl)-1,3-oxazinan-2-one), N1C=NC=C1 (imidazole), C(C)(C)(C)[Si](C)(C)Cl (tert-butylchlorodimethylsilane). The solvent is C(Cl)Cl (CH2Cl2). Run at time 8 hour. Product: [Si](C)(C)(C(C)(C)C)OCCC[C@@]1(CCN(C(O1)=O)[C@@H](C)C1=CC=C(C=C1)C1=CNC(C=C1)=O)C1=CC=C(C=C1)F ((R)-6-(3-(tert-butyldimethylsilyloxy)propyl)-6-(4-fluorophenyl)-3-((S)-1-(4-(6-oxo-1,6-dihydropyridin-3-yl)phenyl)ethyl)-1,3-oxazinan-2-one). Yield: 27.2%. As a reaction SMILES: [F:1][C:2]1[CH:7]=[CH:6][C:5]([C@:8]2([CH2:30][CH2:31][CH2:32][OH:33])[O:13][C:12](=[O:14])[N:11]([C@H:15]([C:17]3[CH:22]=[CH:21][C:20]([C:23]4[CH:28]=[CH:27][C:26](=[O:29])[NH:25][CH:24]=4)=[CH:19][CH:18]=3)[CH3:16])[CH2:10][CH2:9]2)=[CH:4][CH:3]=1.N1C=CN=C1.[C:39]([Si:43](Cl)([CH3:45])[CH3:44])([CH3:42])([CH3:41])[CH3:40]>C(Cl)Cl>[Si:43]([O:33][CH2:32][CH2:31][CH2:30][C@@:8]1([C:5]2[CH:6]=[CH:7][C:2]([F:1])=[CH:3][CH:4]=2)[O:13][C:12](=[O:14])[N:11]([C@H:15]([C:17]2[CH:22]=[CH:21][C:20]([C:23]3[CH:28]=[CH:27][C:26](=[O:29])[NH:25][CH:24]=3)=[CH:19][CH:18]=2)[CH3:16])[CH2:10][CH2:9]1)([C:39]([CH3:42])([CH3:41])[CH3:40])([CH3:45])[CH3:44]. Procedure details: A mixture of (R)-6-(4-fluorophenyl)-6-(3-hydroxypropyl)-3-((S)-1-(4-(6-oxo-1,6-dihydropyridin-3-yl)phenyl)ethyl)-1,3-oxazinan-2-one (100 mg, 0.78 mmol), imidazole (142.8 mg, 2.1 mmol), and tert-butylchlorodimethylsilane (350 mg, 2.34 mmol) in CH2Cl2 (20 mL) was stirred overnight. The mixture was washed with water and extracted with EtOAc. The combined organic phase was washed with brine, dried over Na2SO4, filtered and concentrated to give crude (R)-6-(3-(tert-butyldimethylsilyloxy)propyl)-6-(4-...